Dataset: the Open Reaction Database (ORD), a public repository of structured organic reaction records. Task: describe an organic reaction: reactants, conditions, products, and yield Starting materials: water ice, ClC=1C=NC=C(C1CC1=NNCC2=CC(=CC=C12)OC)Cl (4-(3,5-dichloro-pyridin-4-ylmethyl)-7-methoxy-1,2-dihydro-phthalazine), N#N (N2), C(=O)(N1C=NC=C1)N1C=NC=C1 (1,1′-carbonyldiimidazole), C(=O)O (formic acid), C(=O)O.C(=O)(N1C=NC=C1)N1C=NC=C1 (formic acid carbonyldiimidazole). Solvent: C1CCOC1 (THF), C1CCOC1 (THF). Conditions: time 1 hour. The product is ClC=1C=NC=C(C1CC1=NN(CC2=CC(=CC=C12)OC)C=O)Cl (4-(3,5-Dichloro-pyridin-4-ylmethyl)-7-methoxy-1H-phthalazin-2-carbaldehyde). Isolated yield 92.1%. Reaction SMILES: [CH:1]([OH:3])=O.N#N.C(N1C=CN=C1)(N1C=CN=C1)=O.[Cl:18][C:19]1[CH:20]=[N:21][CH:22]=[C:23]([Cl:38])[C:24]=1[CH2:25][C:26]1[C:35]2[C:30](=[CH:31][C:32]([O:36][CH3:37])=[CH:33][CH:34]=2)[CH2:29][NH:28][N:27]=1.C(O)=O.C(N1C=CN=C1)(N1C=CN=C1)=O>C1COCC1>[Cl:18][C:19]1[CH:20]=[N:21][CH:22]=[C:23]([Cl:38])[C:24]=1[CH2:25][C:26]1[C:35]2[C:30](=[CH:31][C:32]([O:36][CH3:37])=[CH:33][CH:34]=2)[CH2:29][N:28]([CH:1]=[O:3])[N:27]=1 |f:4.5|. Procedure details: A solution of formic acid (0.123 ml, 3.255 mmoles) in dry THF (40 ml), under stirring and dry N2 at room temperature, was added with 1,1′-carbonyldiimidazole (0.53 g, 3.255 mmoles) and the mixture was left to stand for 1 hour. Then 4-(3,5-dichloro-pyridin-4-ylmethyl)-7-methoxy-1,2-dihydro-phthalazine (1 g, 3.1 mmoles), prepared as described in example 22, was portionwise added. After 6.5 hours another portion of a mixture of formic acid/carbonyldiimidazole (about ⅓ of the previous one) was added... Reactants: BrC=1C=C(C=NC1)N1C2CN3CC(CC(C1)C3)C2 (4-(5-Bromopyridin-3-yl)-1,4-diazatricyclo[4.3.1.13,8]undecane), CC1=CC=C(C=C1)B(O)O (4-methylphenylboronic acid). The product is CC1=CC=C(C=C1)C=1C=C(C=NC1)N1C2CN3CC(CC(C1)C3)C2 (4-[5-(4-methylphenyl)pyridin-3-yl]-1,4-diazatricyclo[4.3.1.13,8]undecane). As a reaction SMILES: Br[C:2]1[CH:3]=[C:4]([N:8]2[CH2:16][CH:15]3[CH2:17][N:11]4[CH2:12][CH:13]([CH2:18][CH:9]2[CH2:10]4)[CH2:14]3)[CH:5]=[N:6][CH:7]=1.[CH3:19][C:20]1[CH:25]=[CH:24][C:23](B(O)O)=[CH:22][CH:21]=1>>[CH3:19][C:20]1[CH:25]=[CH:24][C:23]([C:2]2[CH:3]=[C:4]([N:8]3[CH2:16][CH:15]4[CH2:17][N:11]5[CH2:12][CH:13]([CH2:18][CH:9]3[CH2:10]5)[CH2:14]4)[CH:5]=[N:6][CH:7]=2)=[CH:22][CH:21]=1. Reported procedure: The title compound was prepared from the product of Example 65A and 4-methylphenylboronic acid according to General Method B: LC-MS Method D (ESI+) m/z 320.0 (M+H)+, retention time 1.37 minutes. Starting materials: Nc1ccc2c(c1)CC(=O)N2, Cc1ccc(OC2CCN(C(=O)C(=O)O)CC2)cc1. Yields the product Cc1ccc(OC2CCN(C(=O)C(=O)Nc3ccc4c(c3)CC(=O)N4)CC2)cc1. As a reaction SMILES: [NH2:20][c:21]1[cH:22][c:23]2[c:27]([cH:28][cH:29]1)[NH:26][C:25](=[O:30])[CH2:24]2.[O:1]=[C:2]([C:3](=[O:4])[OH:5])[N:6]1[CH2:7][CH2:8][CH:9]([O:12][c:13]2[cH:14][cH:15][c:16]([CH3:19])[cH:17][cH:18]2)[CH2:10][CH2:11]1>>[O:1]=[C:2]([C:3](=[O:5])[NH:20][c:21]1[cH:22][c:23]2[c:27]([cH:28][cH:29]1)[NH:26][C:25](=[O:30])[CH2:24]2)[N:6]1[CH2:7][CH2:8][CH:9]([O:12][c:13]2[cH:14][cH:15][c:16]([CH3:19])[cH:17][cH:18]2)[CH2:10][CH2:11]1. Reagents/catalysts: C(C)N(CC)CC (triethylamine), Cl.CN (methylamine hydrochloride), CN(C)C=1C=CN=CC1 (4-DMAP). Procedure: 0.35 ml of 1-chloro-N,N,2-trimethylpropenylamine is added to a solution of 0.59 g of 1-(tert-butoxycarbonyl)indoline-3(R,S)carboxylic acid in methylene chloride at 0° C. After 30 min, 0.93 ml of triethylamine, 0.23 g of methylamine hydrochloride and 4-DMAP, as a catalyst, are added and the mixture is stirred at room temperature for 3 h. The reaction mixture is then chromatographed directly over 80 g of silica gel (mobile phase J). This gives the title compound: Rf (P)=0.65. Reaction conditions: time 30 minute. Reactants: ClC(=C(C)C)N(C)C (1-chloro-N,N,2-trimethylpropenylamine), C(C)(C)(C)OC(=O)N1CC(C2=CC=CC=C12)C(=O)O (1-(tert-butoxycarbonyl)indoline-3(R,S)carboxylic acid). Yields the product CNC(=O)C1CN(C2=CC=CC=C12)C(=O)OC(C)(C)C (1-(Tert-butoxycarbonyl)indolin-3(R,S)-carboxylic acid (N-methyl)amide). RXN SMILES: Cl[C:2]([N:6](C)C)=C(C)C.[C:9]([O:13][C:14]([N:16]1[C:24]2[C:19](=[CH:20][CH:21]=[CH:22][CH:23]=2)[CH:18]([C:25]([OH:27])=O)[CH2:17]1)=[O:15])([CH3:12])([CH3:11])[CH3:10]>C(Cl)Cl.C(N(CC)CC)C.Cl.CN.CN(C1C=CN=CC=1)C>[CH3:2][NH:6][C:25]([CH:18]1[C:19]2[C:24](=[CH:23][CH:22]=[CH:21][CH:20]=2)[N:16]([C:14]([O:13][C:9]([CH3:12])([CH3:11])[CH3:10])=[O:15])[CH2:17]1)=[O:27] |f:4.5|. Run in C(Cl)Cl (methylene chloride). The reactants are ClC=1C(N(S(C1C1=CC=CC=C1)(=O)=O)C(C)C)=O (4-chloro-2-isopropyl-5-phenylisothiazol-3(2H)-one 1,1-dioxide), N1=C(C=CC=C1)N1CC(C1)N (1-pyridine-2-ylazetidin-3-amine), H+. Product: C(C)(C)N1S(C(=C(C1=O)NC1CN(C1)C1=NC=CC=C1)C1=CC=CC=C1)(=O)=O (2-Isopropyl-5-phenyl-4-[(1-pyridin-2-ylazetidin-3-yl)amino]isothiazol-3(2H)-one 1,1-dioxide). As a reaction SMILES: Cl[C:2]1[C:3](=[O:18])[N:4]([CH:15]([CH3:17])[CH3:16])[S:5](=[O:14])(=[O:13])[C:6]=1[C:7]1[CH:12]=[CH:11][CH:10]=[CH:9][CH:8]=1.[N:19]1[CH:24]=[CH:23][CH:22]=[CH:21][C:20]=1[N:25]1[CH2:28][CH:27]([NH2:29])[CH2:26]1>>[CH:15]([N:4]1[C:3](=[O:18])[C:2]([NH:29][CH:27]2[CH2:26][N:25]([C:20]3[CH:21]=[CH:22][CH:23]=[CH:24][N:19]=3)[CH2:28]2)=[C:6]([C:7]2[CH:12]=[CH:11][CH:10]=[CH:9][CH:8]=2)[S:5]1(=[O:14])=[O:13])([CH3:17])[CH3:16]. Reported procedure: The title compound was prepared from 4-chloro-2-isopropyl-5-phenylisothiazol-3(2H)-one 1,1-dioxide and 1-pyridine-2-ylazetidin-3-amine in a similar manner as described for Example 118. 1H NMR (500 MHz CDCl3): δ 1.57 (d, 6H), 3.71-3.75 (m, 2H), 3.84 (t, 2H), 4.04-4.10 (m, 1H), 4.37-4.45 (m, 1H), 5.71-5.76 (m, 1H), 6.19 (d, 1H), 6.60-6.64 (m, 1H), 7.40-7.44 (m, 1H), 7.46-7.52 (m, 5H), 8.10-8.12 (m, 1H); 13C NMR (125 MHz CDCl3): δ 20.36, 44.88, 48.00, 58.15, 106.25, 109.08, 113.90, 124.58, 129.24, ... Reactants: CC(C)O, COc1cc2nccc(Cl)c2cc1OC, Cl, COc1ccc(C(=O)Nc2ccc(C)c(N)c2)cc1OC. The product is Cl, COc1ccc(C(=O)Nc2ccc(C)c(Nc3ccnc4cc(OC)c(OC)cc34)c2)cc1OC. RXN SMILES: [CH:38]([OH:39])([CH3:40])[CH3:41].[Cl:2][c:3]1[cH:4][cH:5][n:6][c:7]2[cH:8][c:9]([O:15][CH3:16])[c:10]([O:13][CH3:14])[cH:11][c:12]12.[ClH:1].[NH2:17][c:18]1[cH:19][c:20]([NH:25][C:26]([c:27]2[cH:28][c:29]([O:35][CH3:36])[c:30]([O:33][CH3:34])[cH:31][cH:32]2)=[O:37])[cH:21][cH:22][c:23]1[CH3:24]>>[ClH:2].[c:3]1([NH:17][c:18]2[cH:19][c:20]([NH:25][C:26]([c:27]3[cH:28][c:29]([O:35][CH3:36])[c:30]([O:33][CH3:34])[cH:31][cH:32]3)=[O:37])[cH:21][cH:22][c:23]2[CH3:24])[cH:4][cH:5][n:6][c:7]2[cH:8][c:9]([O:15][CH3:16])[c:10]([O:13][CH3:14])[cH:11][c:12]12. Starting materials: COc1cc(C2CC(O)Oc3c2ccc2c3ccn2C)cc(Br)c1OC, O=C([O-])O, CC(=O)Cl, CO, [Na+]. Product: COc1cc(C2CC(OC)Oc3c2ccc2c3ccn2C)cc(Br)c1OC. As a reaction SMILES: [Br:1][c:2]1[cH:3][c:4]([CH:12]2[CH2:13][CH:14]([OH:26])[O:15][c:16]3[c:17]4[c:18]([cH:19][cH:20][c:21]32)[n:22]([CH3:25])[cH:23][cH:24]4)[cH:5][c:6]([O:10][CH3:11])[c:7]1[O:8][CH3:9].[C:31](=[O:32])([OH:33])[O-:34].[CH3:27][C:28](=[O:29])[Cl:30].[CH3:36][OH:37].[Na+:35]>>[Br:1][c:2]1[cH:3][c:4]([CH:12]2[CH2:13][CH:14]([O:26][CH3:27])[O:15][c:16]3[c:17]4[c:18]([cH:19][cH:20][c:21]32)[n:22]([CH3:25])[cH:23][cH:24]4)[cH:5][c:6]([O:10][CH3:11])[c:7]1[O:8][CH3:9].